Dataset: the Open Reaction Database (ORD), a public repository of structured organic reaction records. Task: describe an organic reaction: reactants, conditions, products, and yield The reactants are C(CN(CC(=O)O)CC(=O)O)N(CC(=O)O)CC(=O)O (EDTA), C([O-])([O-])=O.[K+].[K+] (potassium carbonate), O (water), C([O-])([O-])=O.[K+].[K+] (potassium carbonate), [N+](=O)([O-])C=1C=CC=C2C=C(C=NC12)S(=O)(=O)C1=CC=CC=C1 (8-Nitro-3-phenylsulfonylquinoline). Reagents/catalysts: [Cl-].[Ti+3].[Cl-].[Cl-] (titanium (III) chloride). The solvent is O1CCCC1 (tetrahydrofuran), Cl (HCl). Conditions: time 10 minute. Yields the product NC=1C=CC=C2C=C(C=NC12)S(=O)(=O)C1=CC=CC=C1 (8-Amino-3-phenylsulfonylquinoline). The yield is 70.5%. RXN SMILES: [N+:1]([C:4]1[CH:5]=[CH:6][CH:7]=[C:8]2[C:13]=1[N:12]=[CH:11][C:10]([S:14]([C:17]1[CH:22]=[CH:21][CH:20]=[CH:19][CH:18]=1)(=[O:16])=[O:15])=[CH:9]2)([O-])=O.O.C(=O)([O-])[O-].[K+].[K+].C(N(CC(O)=O)CC(O)=O)CN(CC(O)=O)CC(O)=O>O1CCCC1.Cl.[Cl-].[Ti+3].[Cl-].[Cl-]>[NH2:1][C:4]1[CH:5]=[CH:6][CH:7]=[C:8]2[C:13]=1[N:12]=[CH:11][C:10]([S:14]([C:17]1[CH:18]=[CH:19][CH:20]=[CH:21][CH:22]=1)(=[O:16])=[O:15])=[CH:9]2 |f:2.3.4,8.9.10.11|. Procedure: A slurry of 8-nitro-3-phenylsulfonylquinoline (D4) (46.7 g, 172 mmol), in tetrahydrofuran (750 ml) was added to a stirred solution of 30% titanium (III) chloride in aqueous HCl (470 ml) [Supplied by BDH] cooled in an ice bath, at such a rate that the temperature was maintained below 35° C. Once the addition was completed, the solution was stirred for a further 10 minutes then water (1.5 L) was introduced and the mixture poured into a 5 L beaker. The rapidly stirred solution was treated by portio... Starting materials: ClC(C(C(=O)NC1=C(C=C(C=C1)[N+](=O)[O-])O)(F)F)F (2-(3-chloro-2,2,3-trifluoro-propionamido)-5-nitrophenol), [H][H] (hydrogen), [H][H] (hydrogen). Reagents/catalysts: [Ni] (Raney-nickel). Run in C(C)O (ethanol). Product: ClC(C(C(=O)NC1=C(C=C(C=C1)N)O)(F)F)F (2-(3-chloro-2,2,3-trifluoropropionamido)-5-aminophenol). As a reaction SMILES: [Cl:1][CH:2]([F:19])[C:3]([F:18])([F:17])[C:4]([NH:6][C:7]1[CH:12]=[CH:11][C:10]([N+:13]([O-])=O)=[CH:9][C:8]=1[OH:16])=[O:5].[H][H]>[Ni].C(O)C>[Cl:1][CH:2]([F:19])[C:3]([F:17])([F:18])[C:4]([NH:6][C:7]1[CH:12]=[CH:11][C:10]([NH2:13])=[CH:9][C:8]=1[OH:16])=[O:5]. Procedure: In an autoclave 267 g (0.895 mole) of compound (b), 18 ml of Raney-nickel suspension, and 1.3 l of ethanol were placed. The nitro group was reduced with hydrogen at a temperature of 65°-70° C. and an initial pressure of 100-105 bar. After 90 min the required amount of hydrogen had been taken up. The solution was let off and after filtering of the Raney nickel concentrated by evaporation. The dry residue was dissolved in 310 ml of boiling methanol, filtered, and diluted with 360 ml of water. RXN SMILES: [BH4-].[Na+].[NH2:3][C:4]1[CH:11]=[CH:10][CH:9]=[CH:8][C:5]=1[CH2:6][OH:7].O.O.O.[C:15]([O-])(=O)[CH3:16].[Na+].[C:20](=O)([O-])O.[Na+]>CC(C)=O.C(O)C.O.C(O)(=O)C>[CH:15]([NH:3][C:4]1[CH:11]=[CH:10][CH:9]=[CH:8][C:5]=1[CH2:6][OH:7])([CH3:16])[CH3:20] |f:0.1,3.4.5.6.7,8.9|. Procedure: While maintaining at 0° to 5° C., 10 g of sodium borohydride was added by several portions to a mixture of 10 g of 2-aminobenzyl alcohol, 13.3 g of sodium acetate trihydrate, 40 ml of acetic acid, 80 ml of water, 30 ml of ethanol and 30 ml of acetone. After stirring for an hour at the same temperature, the reaction mixture was neutralized with sodium hydrogen carbonate followed by extraction with ethyl acetate. The organic layer was washed with water and then with saturated sodium chloride aqueo... Solvent: CC(=O)C (acetone), C(C)O (ethanol), O (water), C(C)(=O)O (acetic acid). The product is C(C)(C)NC1=C(CO)C=CC=C1 (2-isopropylaminobenzyl alcohol). The reactants are C(O)([O-])=O.[Na+] (sodium hydrogen carbonate), [BH4-].[Na+] (sodium borohydride), NC1=C(CO)C=CC=C1 (2-aminobenzyl alcohol), O.O.O.C(C)(=O)[O-].[Na+] (sodium acetate trihydrate). Starting materials: ClC1=C(C=NC2=CC(=C(C=C12)OC)OC)C#N (4-chloro-6,7-dimethoxy-3-quinolinecarbonitrile), NC1=C(C=CC=C1O)C (2-amino-m-cresol), Cl.N1=CC=CC=C1 (pyridine hydrochloride), C(C)OC(C)O (ethoxyethanol), C([O-])([O-])=O.[Na+].[Na+] (sodium carbonate), Cl (hydrogen chloride). Run in O (water). Product: OC1=C(C(=CC=C1)C)NC1=C(C=NC2=CC(=C(C=C12)OC)OC)C#N (4-(2-hydroxy-6-methyl-phenylamino)-6,7-dimethoxy-quinoline-3-carbonitrile). The yield is 64.5%. RXN SMILES: Cl[C:2]1[C:11]2[C:6](=[CH:7][C:8]([O:14][CH3:15])=[C:9]([O:12][CH3:13])[CH:10]=2)[N:5]=[CH:4][C:3]=1[C:16]#[N:17].[NH2:18][C:19]1[C:24]([OH:25])=[CH:23][CH:22]=[CH:21][C:20]=1[CH3:26].Cl.N1C=CC=CC=1.C(OC(O)C)C.C(=O)([O-])[O-].[Na+].[Na+].Cl>O>[OH:25][C:24]1[CH:23]=[CH:22][CH:21]=[C:20]([CH3:26])[C:19]=1[NH:18][C:2]1[C:11]2[C:6](=[CH:7][C:8]([O:14][CH3:15])=[C:9]([O:12][CH3:13])[CH:10]=2)[N:5]=[CH:4][C:3]=1[C:16]#[N:17] |f:2.3,5.6.7|. Reported procedure: A mixture of 0.249 g of 4-chloro-6,7-dimethoxy-3-quinolinecarbonitrile, 0.123 g of 2-amino-m-cresol, 20 mg of pyridine hydrochloride, and 10 ml of ethoxyethanol was stirred under nitrogen, at reflux temperature for 30 minutes. The mixture was cooled and added to 40 ml of water. To this mixture was added sodium carbonate and concentrated hydrogen chloride to adjust pH to 7. The product was collected, washed with water, and dried to give 0.216 g of 4-(2-hydroxy-6-methyl-phenylamino)-6,7-dimethoxy-... Reactants: CC1CN(C(=O)c2ccccc2)CCN1C(=O)CC#N, C1CCOC1, C[Si](C)(C)[N-][Si](C)(C)C, Clc1nc2ccccc2s1, [Na+]. The product is CC1CN(C(=O)c2ccccc2)CCN1C(=O)C(C#N)c1nc2ccccc2s1. RXN SMILES: [C:11]([c:12]1[cH:13][cH:14][cH:15][cH:16][cH:17]1)(=[O:18])[N:19]1[CH2:20][CH:21]([CH3:30])[N:22]([C:25]([CH2:26][C:27]#[N:28])=[O:29])[CH2:23][CH2:24]1.[CH2:41]1[O:42][CH2:43][CH2:44][CH2:45]1.[CH3:2][Si:3]([N-:4][Si:5]([CH3:6])([CH3:7])[CH3:8])([CH3:9])[CH3:10].[Cl:31][c:32]1[s:33][c:34]2[c:35]([n:36]1)[cH:37][cH:38][cH:39][cH:40]2.[Na+:1]>>[C:11]([c:12]1[cH:13][cH:14][cH:15][cH:16][cH:17]1)(=[O:18])[N:19]1[CH2:20][CH:21]([CH3:30])[N:22]([C:25]([CH:26]([C:27]#[N:28])[c:32]2[s:33][c:34]3[c:35]([n:36]2)[cH:37][cH:38][cH:39][cH:40]3)=[O:29])[CH2:23][CH2:24]1. The reactants are [OH-].[Na+] (NaOH), CC(C)(C)N(NC(C1=CC(=C(C(=C1)C(C)(C)C)O)C(C)(C)C)=O)C(=O)O (1,1-Dimethylethyl 2-[3,5-bis(1,1-dimethylethyl)-4-hydroxybenzoyl]hydrazine carboxylic acid), Cl (hydrochloric acid). The solvent is O (water), O1CCCC1 (tetrahydrofuran), O (water). Conditions: time 20 minute. Product: CC(C)(C)C=1C=C(C(=O)NN)C=C(C1O)C(C)(C)C (3,5-bis(1,1-dimethylethyl)-4-hydroxybenzoic acid, hydrazide). Yield: 65.3%. Reaction SMILES: CC([N:5](C(O)=O)[NH:6][C:7](=[O:23])[C:8]1[CH:13]=[C:12]([C:14]([CH3:17])([CH3:16])[CH3:15])[C:11]([OH:18])=[C:10]([C:19]([CH3:22])([CH3:21])[CH3:20])[CH:9]=1)(C)C.Cl.[OH-].[Na+]>O1CCCC1.O>[CH3:22][C:19]([C:10]1[CH:9]=[C:8]([CH:13]=[C:12]([C:14]([CH3:17])([CH3:16])[CH3:15])[C:11]=1[OH:18])[C:7]([NH:6][NH2:5])=[O:23])([CH3:20])[CH3:21] |f:2.3|. Procedure details: 1,1-Dimethylethyl 2-[3,5-bis(1,1-dimethylethyl)-4-hydroxybenzoyl]hydrazine carboxylic acid (4.0 g , 0.011 mole) in tetrahydrofuran (100 ml) is treated with a mixture of water (12 ml) and concentrated hydrochloric acid (30 ml). The resulting mixture is heated on a steam-bath. After 20 minutes the mixture is stripped of volatiles under reduced pressure. The residue is dissolved in water (100 ml) and treated with 1M NaOH until the solution is slightly basic. The product is extracted into ether (600...